This data is from the Open Reaction Database (ORD), a public repository of structured organic reaction records. The task is: describe an organic reaction: reactants, conditions, products, and yield The reactants are O (Water), OOS(=O)[O-].[K+] (Oxone), O (water), CC1=C(C(=NO1)C1=CC=CC=C1)C1=CC=C(C=C1)SC (5-Methyl-4-[4-(methylthio)phenyl]-3-phenylisoxazole), CO (methanol). Conditions: time 2 hour. The product is CC1=C(C(=NO1)C1=CC=CC=C1)C1=CC=C(C=C1)S(=O)(=O)C (5-methyl-4-[4-(methylsulfonyl)phenyl]-3-phenylisoxazole). Yield: 29.0%. RXN SMILES: [CH3:1][C:2]1[O:6][N:5]=[C:4]([C:7]2[CH:12]=[CH:11][CH:10]=[CH:9][CH:8]=2)[C:3]=1[C:13]1[CH:18]=[CH:17][C:16]([S:19][CH3:20])=[CH:15][CH:14]=1.OOS([O-])=O.[K+].[OH2:27].C[OH:29]>>[CH3:1][C:2]1[O:6][N:5]=[C:4]([C:7]2[CH:8]=[CH:9][CH:10]=[CH:11][CH:12]=2)[C:3]=1[C:13]1[CH:14]=[CH:15][C:16]([S:19]([CH3:20])(=[O:29])=[O:27])=[CH:17][CH:18]=1 |f:1.2|. Reported procedure: 5-Methyl-4-[4-(methylthio)phenyl]-3-phenylisoxazolc from Step 3 (100 mg, 0.355 mmol) was dissolved in methanol (20 mL). Oxone® (0.765 g, 1.24 mmol) and water (2 mL) were added, and the suspension was stirred at room temperature for 2 hours. Water was added (30 mL) and the resulting suspension was cooled to 0° C. and held for 30 minutes whereupon the product crystallized. The product was isolated by filtration, washed with water and dried to yield 5-methyl-4-[4-(methylsulfonyl)phenyl]-3-phenyliso... The reactants are [N+](=O)([O-])C1=CC=C(C=C1)SC1=CC=NC2=CC=CC=C12 (4-(4-nitrophenylthio)quinoline). The reagents and catalysts are [Pd] (Pd/C). The solvent is C(C)O (ethanol). The product is NC1=CC=C(C=C1)SC1=CC=NC2=CC=CC=C12 (4-(4-aminophenylthio)quinoline). Yield: 58.3%. As a reaction SMILES: [N+:1]([C:4]1[CH:9]=[CH:8][C:7]([S:10][C:11]2[C:20]3[C:15](=[CH:16][CH:17]=[CH:18][CH:19]=3)[N:14]=[CH:13][CH:12]=2)=[CH:6][CH:5]=1)([O-])=O>C(O)C.[Pd]>[NH2:1][C:4]1[CH:5]=[CH:6][C:7]([S:10][C:11]2[C:20]3[C:15](=[CH:16][CH:17]=[CH:18][CH:19]=3)[N:14]=[CH:13][CH:12]=2)=[CH:8][CH:9]=1. Procedure details: 4-(4-nitrophenylthio)quinoline (17.0 mmoles, 4.9 g) was dissolved in 200 ml ethanol and hydrogenated over 5 g of 5% Pd/C at 40 psi for 1 hr at room temperature. The solution was filtered through celite and the solvent removed to yield 4-(4-aminophenylthio)quinoline 2.5 g, 58%. Mass spec (FD) 253. Calculated for C15H12N2S: C, 71.40; H, 4.79, N, 11.10. Found: C, 1.12; H, 4.93 N, 10.88. Reactants: C(C(=O)O)(=O)O (oxalic acid), N#N (N2), [AlH3] (AlH3), CN(C)CCC1=CNC2=CC=C(C=C12)CC1=CC=CC=C1 (1-(N,N-dimethylamino)-2-(5-benzylindol-3-yl)ethane), OS(=O)(=O)O (H2SO4), [H-].[H-].[H-].[H-].[Li+].[Al+3] (LiAlH4). Solvent: O (H2O), CO (MeOH), CCOCC (Et2O), C1CCOC1 (THF), C1CCOC1 (THF). Conditions: time 1 hour. The product is [AlH3] (AlH3), C(=O)C(=O)N (glyoxamide), C(C(=O)O)(=O)O.CN(C)CCC1=CNC2=CC=C(C=C12)CC1=CC=CC=C1 (1-(N,N-dimethylamino)-2-(5-benzylindol-3-yl)ethane oxalate). As a reaction SMILES: OS(O)(=O)=O.[H-].[H-].[H-].[H-].[Li+].[Al+3:11].N#N.[AlH3].[CH3:15][N:16]([CH2:18][CH2:19][C:20]1[C:28]2[C:23](=[CH:24][CH:25]=[C:26]([CH2:29][C:30]3[CH:35]=[CH:34][CH:33]=[CH:32][CH:31]=3)[CH:27]=2)[NH:22][CH:21]=1)[CH3:17].[C:36]([OH:41])(=[O:40])[C:37]([OH:39])=[O:38]>C1COCC1.CO.CCOCC.O>[AlH3:11].[CH:37]([C:36]([NH2:16])=[O:41])=[O:38].[C:36]([OH:41])(=[O:40])[C:37]([OH:39])=[O:38].[CH3:15][N:16]([CH2:18][CH2:19][C:20]1[C:28]2[C:23](=[CH:24][CH:25]=[C:26]([CH2:29][C:30]3[CH:35]=[CH:34][CH:33]=[CH:32][CH:31]=3)[CH:27]=2)[NH:22][CH:21]=1)[CH3:17] |f:1.2.3.4.5.6,17.18|. Reported procedure: A solution of AlH3 was prepared by addition of c.H2SO4 (1.59 g) dropwise to a cooled (ice-bath) suspension of LiAlH4 (1.226 g) in dry THF (82 mL) over 20 min. The mixture was them left to stand under dry N2 for 1 hr to allow the solids to settle. A solution of the glyoxamide (0.59 g, 1.926 mmol) in THF (110 mL) was prepared, and in a N2 atmosphere, the AlH3 solution (55 mL) was added over 5 min. The mixture was stirred for 16 hr and then H2O was added dropwise to quench excess reagent, and the T... The reactants are Cc1ccccc1, OCc1cnoc1-c1cc(Cl)ccc1Cl, O=S(Cl)Cl. The product is ClCc1cnoc1-c1cc(Cl)ccc1Cl. Reaction SMILES: [CH3:20][c:21]1[cH:22][cH:23][cH:24][cH:25][cH:26]1.[Cl:1][c:2]1[c:3](-[c:9]2[c:10]([CH2:14][OH:15])[cH:11][n:12][o:13]2)[cH:4][c:5]([Cl:8])[cH:6][cH:7]1.[S:16]([Cl:17])([Cl:18])=[O:19]>>[Cl:1][c:2]1[c:3](-[c:9]2[c:10]([CH2:14][Cl:18])[cH:11][n:12][o:13]2)[cH:4][c:5]([Cl:8])[cH:6][cH:7]1. Starting materials: CSc1ccc(B(O)O)cc1, COCCOC, FC(F)(F)c1ccnc(Cl)c1, [Na+], [Na+], O=C([O-])[O-]. The product is CSc1ccc(-c2cc(C(F)(F)F)ccn2)cc1. As a reaction SMILES: [CH3:12][S:13][c:14]1[cH:15][cH:16][c:17]([B:20]([OH:21])[OH:22])[cH:18][cH:19]1.[CH3:29][O:30][CH2:31][CH2:32][O:33][CH3:34].[Cl:1][c:2]1[n:3][cH:4][cH:5][c:6]([C:8]([F:9])([F:10])[F:11])[cH:7]1.[Na+:23].[Na+:24].[O-:25][C:26](=[O:27])[O-:28]>>[c:2]1(-[c:17]2[cH:16][cH:15][c:14]([S:13][CH3:12])[cH:19][cH:18]2)[n:3][cH:4][cH:5][c:6]([C:8]([F:9])([F:10])[F:11])[cH:7]1. Starting materials: [H-], [Na+], CN(C)C=O, O, Cc1ccc(S(=O)(=O)Cl)cc1, O=Cc1c[nH]c2ncccc12. Product: Cc1ccc(S(=O)(=O)n2cc(C=O)c3cccnc32)cc1. As a reaction SMILES: [H-:12].[Na+:13].[O:26]=[CH:27][N:28]([CH3:29])[CH3:30].[OH2:25].[S:14](=[O:15])(=[O:16])([c:17]1[cH:18][cH:19][c:20]([CH3:21])[cH:22][cH:23]1)[Cl:24].[nH:1]1[cH:2][c:3]([CH:10]=[O:11])[c:4]2[c:5]1[n:6][cH:7][cH:8][cH:9]2>>[n:1]1([S:14](=[O:15])(=[O:16])[c:17]2[cH:18][cH:19][c:20]([CH3:21])[cH:22][cH:23]2)[cH:2][c:3]([CH:10]=[O:11])[c:4]2[c:5]1[n:6][cH:7][cH:8][cH:9]2. Reactants: C(C)(C)N1CCN(CC1)C(=O)C=1C=C2C=C(NC2=CC1)C(=O)N1CCN(CC1)S(=O)(=O)C ([5-(4-Isopropyl-piperazine-1-carbonyl)-1H-indol-2-yl]-(4-methanesulfonyl-piperazin-1-yl)-methanone), FC(CCS(=O)(=O)[O-])(F)F (2,2,2-trifluoroethyl-methanesulfonate). The product is C(C)(C)N1CCN(CC1)C(=O)C=1C=C2C=C(N(C2=CC1)CC(F)(F)F)C(=O)N1CCN(CC1)S(=O)(=O)C ([5-(4-Isopropyl-piperazine-1-carbonyl)-1-(2,2,2-trifluoro-ethyl)-1H-indol-2-yl]-(4-methanesulfonyl-piperazin-1-yl)-methanone). The yield is 54.0%. As a reaction SMILES: [CH:1]([N:4]1[CH2:9][CH2:8][N:7]([C:10]([C:12]2[CH:13]=[C:14]3[C:18](=[CH:19][CH:20]=2)[NH:17][C:16]([C:21]([N:23]2[CH2:28][CH2:27][N:26]([S:29]([CH3:32])(=[O:31])=[O:30])[CH2:25][CH2:24]2)=[O:22])=[CH:15]3)=[O:11])[CH2:6][CH2:5]1)([CH3:3])[CH3:2].[F:33][C:34]([F:42])([F:41])[CH2:35]CS([O-])(=O)=O>>[CH:1]([N:4]1[CH2:9][CH2:8][N:7]([C:10]([C:12]2[CH:13]=[C:14]3[C:18](=[CH:19][CH:20]=2)[N:17]([CH2:35][C:34]([F:42])([F:41])[F:33])[C:16]([C:21]([N:23]2[CH2:24][CH2:25][N:26]([S:29]([CH3:32])(=[O:30])=[O:31])[CH2:27][CH2:28]2)=[O:22])=[CH:15]3)=[O:11])[CH2:6][CH2:5]1)([CH3:3])[CH3:2]. Procedure: The title compound was synthesized in analogy to example 3, from [5-(4-isopropyl-piperazine-1-carbonyl)-1H-indol-2-yl]-(4-methanesulfonyl-piperazin-1-yl)-methanone (example 1) and 2,2,2-trifluoroethyl-methanesulfonate to afford the desired product as a colorless foam (54%). MS (ISP): 544.3 (M+H)+.